From a dataset of the Open Reaction Database (ORD), a public repository of structured organic reaction records. describe an organic reaction: reactants, conditions, products, and yield As a reaction SMILES: [CH2:1]([Li])[CH2:2][CH2:3][CH3:4].C(NC(C)C)(C)C.[C:13]([NH:17][S:18]([CH3:21])(=[O:20])=[O:19])([CH3:16])([CH3:15])[CH3:14].Cl.[O:23]1CCCC1>CCCCCC.COC(C)(C)C.O>[C:13]([NH:17][S:18]([CH2:21][CH2:1][CH:2]([OH:23])[CH2:3][CH3:4])(=[O:20])=[O:19])([CH3:16])([CH3:15])[CH3:14]. Solvent: O (water), COC(C)(C)C (t-butyl methyl ether), CCCCCC (hexane). The product is C(C)(C)(C)NS(=O)(=O)CCC(CC)O (N-t-butyl-3-hydroxy-1-pentanesulfonamide). Conditions: temperature -50 celsius, time 1 hour. Reactants: O1CCCC1 (tetrahydrofuran), C1CCCO1 (butylene oxide), C(CCC)[Li] (n-butyl lithium), C(C)(C)NC(C)C (diisopropylamine), O1CCCC1 (tetrahydrofuran), Cl (hydrochloric acid), C(C)(C)(C)NS(=O)(=O)C (N-t-butylmethane-sulfonamide), O1CCCC1 (tetrahydrofuran). Procedure: Under nitrogen atmosphere, a solution (520 ml) of 1.6 M n-butyl lithium in hexane was added slowly to a solution (480 ml) of diisopropylamine (120 ml) in tetrahydrofuran at −60 to −50° C. and the solution was stirred for 1 hour in an ice bath. The solution was cooled to −50° C. and a solution (100 ml) of N-t-butylmethane-sulfonamide (60.0 g) in tetrahydrofuran was added dropwise thereto taking 45 minutes. The temperature of the solution was raised to 0° C. taking 1 hour and the solution was stir...